This data is from the Open Reaction Database (ORD), a public repository of structured organic reaction records. The task is: describe an organic reaction: reactants, conditions, products, and yield Reactants: CCC1C=C(C)CC(C)CC(OC)C2OC(O)(C(=O)C(=O)N3CCCCC3C(=O)OC(C(C)=CC3CCC(c4ccc5ccccc5c4)C(OC)C3)C(C)C(O)CC1=O)C(C)CC2OC, C1CCOC1, C1CCOC1, CO, ICCI, [Sm]. The product is CCC1C=C(C)CC(C)CC(OC)C2OC(O)(C(C)CC2OC)C(O)C(=O)N2CCCCC2C(=O)OC(C(C)=CC2CCC(c3ccc4ccccc4c3)C(OC)C2)C(C)C(O)CC1=O. As a reaction SMILES: [CH2:6]([CH3:7])[CH:8]1[C:9](=[O:70])[CH2:10][CH:11]([OH:69])[CH:12]([CH3:68])[CH:13]([C:47](=[CH:48][CH:49]2[CH2:50][CH:51]([O:65][CH3:66])[CH:52]([c:55]3[cH:56][c:57]4[cH:58][cH:59][cH:60][cH:61][c:62]4[cH:63][cH:64]3)[CH2:53][CH2:54]2)[CH3:67])[O:14][C:15](=[O:46])[CH:16]2[CH2:17][CH2:18][CH2:19][CH2:20][N:21]2[C:22](=[O:45])[C:23](=[O:44])[C:24]2([OH:43])[CH:25]([CH3:42])[CH2:26][CH:27]([O:40][CH3:41])[CH:28]([CH:29]([O:37][CH3:38])[CH2:30][CH:31]([CH3:36])[CH2:32][C:33]([CH3:35])=[CH:34]1)[O:39]2.[CH2:71]1[O:72][CH2:73][CH2:74][CH2:75]1.[CH2:78]1[O:79][CH2:80][CH2:81][CH2:82]1.[CH3:76][OH:77].[I:1][CH2:2][CH2:3][I:4].[Sm:5]>>[CH2:6]([CH3:7])[CH:8]1[C:9](=[O:70])[CH2:10][CH:11]([OH:69])[CH:12]([CH3:68])[CH:13]([C:47](=[CH:48][CH:49]2[CH2:50][CH:51]([O:65][CH3:66])[CH:52]([c:55]3[cH:56][c:57]4[cH:58][cH:59][cH:60][cH:61][c:62]4[cH:63][cH:64]3)[CH2:53][CH2:54]2)[CH3:67])[O:14][C:15](=[O:46])[CH:16]2[CH2:17][CH2:18][CH2:19][CH2:20][N:21]2[C:22](=[O:45])[CH:23]([OH:44])[C:24]2([OH:43])[CH:25]([CH3:42])[CH2:26][CH:27]([O:40][CH3:41])[CH:28]([CH:29]([O:37][CH3:38])[CH2:30][CH:31]([CH3:36])[CH2:32][C:33]([CH3:35])=[CH:34]1)[O:39]2.